This data is from the Open Reaction Database (ORD), a public repository of structured organic reaction records. The task is: describe an organic reaction: reactants, conditions, products, and yield Reactants: COc1c(C)cnc(Cn2cc(C#CCCOS(=O)(=O)c3ccc(C)cc3)c3c(Cl)nc(N)nc32)c1C, CO, ClCCl, CN(C)C=O. The product is C=CC#Cc1cn(Cc2ncc(C)c(OC)c2C)c2nc(N)nc(Cl)c12. As a reaction SMILES: [CH3:1][c:2]1[cH:3][cH:4][c:5]([S:6]([O:7][CH2:12][CH2:13][C:14]#[C:15][c:16]2[cH:17][n:18]([CH2:27][c:28]3[n:29][cH:30][c:31]([CH3:37])[c:32]([O:35][CH3:36])[c:33]3[CH3:34])[c:19]3[n:20][c:21]([NH2:26])[n:22][c:23]([Cl:25])[c:24]23)(=[O:8])=[O:9])[cH:10][cH:11]1.[CH3:38][OH:39].[Cl:45][CH2:46][Cl:47].[O:40]=[CH:41][N:42]([CH3:43])[CH3:44]>>[CH2:12]=[CH:13][C:14]#[C:15][c:16]1[cH:17][n:18]([CH2:27][c:28]2[n:29][cH:30][c:31]([CH3:37])[c:32]([O:35][CH3:36])[c:33]2[CH3:34])[c:19]2[n:20][c:21]([NH2:26])[n:22][c:23]([Cl:25])[c:24]12. The reactants are O.C[N+]1(CCOCC1)[O-] (4-methylmorpholine 4-oxide monohydrate), CC(C)(C(=O)N1CC=CC1)S(=O)(=O)CC(C(=O)OCC1=CC=CC=C1)CC1=CC=CC=C1 (benzyl rac-α-[[[1-methyl-1-(3-pyrrolin-1-ylcarbonyl)ethyl]sulfonyl]methyl]hydrocinnamate). The reagents and catalysts are [Os](=O)(=O)(=O)=O (osmium tetroxide). The solvent is CC(=O)C (acetone), O (water). Conditions: time 3 day. Product: OC1CN(CC1O)C(=O)C(C)(C)S(=O)(=O)CC(C(=O)OCC1=CC=CC=C1)CC1=CC=CC=C1 (benzyl (RS)-α-[[[1-[[(3RS,4RS)-3,4-dihydroxy-1-pyrrolidinyl]carbonyl]-1-methylethyl]sulfonyl]methyl]hydrocinnamate). Yield: 74.7%. As a reaction SMILES: [OH2:1].C[N+]1([O-])CC[O:6]CC1.[CH3:10][C:11]([S:20]([CH2:23][CH:24]([CH2:35][C:36]1[CH:41]=[CH:40][CH:39]=[CH:38][CH:37]=1)[C:25]([O:27][CH2:28][C:29]1[CH:34]=[CH:33][CH:32]=[CH:31][CH:30]=1)=[O:26])(=[O:22])=[O:21])([C:13]([N:15]1[CH2:19][CH:18]=[CH:17][CH2:16]1)=[O:14])[CH3:12]>CC(C)=O.O.[Os](=O)(=O)(=O)=O>[OH:1][CH:17]1[CH:18]([OH:6])[CH2:19][N:15]([C:13]([C:11]([S:20]([CH2:23][CH:24]([CH2:35][C:36]2[CH:41]=[CH:40][CH:39]=[CH:38][CH:37]=2)[C:25]([O:27][CH2:28][C:29]2[CH:34]=[CH:33][CH:32]=[CH:31][CH:30]=2)=[O:26])(=[O:21])=[O:22])([CH3:10])[CH3:12])=[O:14])[CH2:16]1 |f:0.1|. Procedure details: 832 mg (6.16mmol) of 4-methylmorpholine 4-oxide monohydrate and 10 ml of an osmium tetroxide solution [1.0 g of osmium tetroxide and 1 ml of tert-butyl hydroperoxide (70% in water) in 199 ml of tert-butanol]were added at room temperature to a solution of 935 mg (2.05 mmol) of benzyl rac-α-[[[1-methyl-1-(3-pyrrolin-1-ylcarbonyl)ethyl]sulfonyl]methyl]hydrocinnamate in 30 ml of acetone and 10 ml of water. The reaction mixture was stirred at room temperature for three days. Subsequently, the solvent... Procedure: 2-(1H-Indol-3-yl)-2-oxo-N-phenethyl-acetamide was synthesized following scheme I above starting from (1H-indol-3-yl)-oxo-acetyl chloride and phenethylamine. Yield (61%). HPLC ret. time 3.17 min, 10-99% CH3CN, 5 min run; 1H NMR (400 MHz, DMSO-d6) δ 12.23 (s, 1H), 8.79 (t, J=5.9 Hz, 1H), 8.67 (s, 1H), 8.23 (m, 1H), 7.53 (m, 1H), 7.33-7.19 (m, 7H), 3.47 (m, 2H), 2.85 (t, J=7.4 Hz, 2H); ESI-MS 293.3 m/z (MH+). Solvent: CC#N (CH3CN). As a reaction SMILES: [NH:1]1[C:9]2[C:4](=[CH:5][CH:6]=[CH:7][CH:8]=2)[C:3]([C:10](=[O:14])[C:11](Cl)=[O:12])=[CH:2]1.[CH2:15]([NH2:23])[CH2:16][C:17]1[CH:22]=[CH:21][CH:20]=[CH:19][CH:18]=1>CC#N>[NH:1]1[C:9]2[C:4](=[CH:5][CH:6]=[CH:7][CH:8]=2)[C:3]([C:10](=[O:14])[C:11]([NH:23][CH2:15][CH2:16][C:17]2[CH:22]=[CH:21][CH:20]=[CH:19][CH:18]=2)=[O:12])=[CH:2]1. The product is N1C=C(C2=CC=CC=C12)C(C(=O)NCCC1=CC=CC=C1)=O (2-(1H-Indol-3-yl)-2-oxo-N-phenethyl-acetamide). Reactants: N1C=C(C2=CC=CC=C12)C(C(=O)Cl)=O ((1H-indol-3-yl)-oxo-acetyl chloride), C(CC1=CC=CC=C1)N (phenethylamine). Starting materials: Nc1cccnc1Nc1ccccc1C(=O)c1cccs1, Cc1ccc(S(=O)(=O)O)cc1. Yields the product c1csc(C2=Nc3cccnc3Nc3ccccc32)c1. RXN SMILES: [NH2:1][c:2]1[c:3]([NH:8][c:9]2[c:10]([C:15](=[O:16])[c:17]3[s:18][cH:19][cH:20][cH:21]3)[cH:11][cH:12][cH:13][cH:14]2)[n:4][cH:5][cH:6][cH:7]1.[c:22]1([CH3:23])[cH:24][cH:25][c:26]([S:27]([OH:28])(=[O:29])=[O:30])[cH:31][cH:32]1>>[N:1]1=[C:15]([c:17]2[s:18][cH:19][cH:20][cH:21]2)[c:10]2[c:9]([cH:14][cH:13][cH:12][cH:11]2)[NH:8][c:3]2[c:2]1[cH:7][cH:6][cH:5][n:4]2.